This data is from the Open Reaction Database (ORD), a public repository of structured organic reaction records. The task is: describe an organic reaction: reactants, conditions, products, and yield The reactants are C(=O)[C@]1([C@@H](N2C(C[C@H]2S1)=O)C(=O)OC(C1=CC=CC=C1)C1=CC=CC=C1)C (benzhydryl (2S,3R,5R)-3-formyl-3-methyl-7-oxo-4-thia-1-aza-bicyclo[3.2.0]heptan-2-carboxylate), C1CCOC1 (THF), C(C)OC(=O)C(C)=P(C1=CC=CC=C1)(C1=CC=CC=C1)C1=CC=CC=C1 ((1-ethoxycarbonylethylidene)-triphenylphosphorane). Conditions: temperature 70 celsius, time 6 hour. Yields the product C(C)OC(=O)/C(=C/[C@]1([C@@H](N2C(C[C@H]2S1)=O)C(=O)OC(C1=CC=CC=C1)C1=CC=CC=C1)C)/C (Benzhydryl (E)-(2S,3S,5R)-3-(2-ethoxycarbonyl-propenyl)- 3-methyl-7-oxo-4-thia-1-aza-bicyclo[3.2.0]heptane-2-carboxylate). Reaction SMILES: C([C@:3]1([CH3:27])[S:9][C@H:8]2[N:5]([C:6](=[O:10])[CH2:7]2)[C@H:4]1[C:11]([O:13][CH:14]([C:21]1[CH:26]=[CH:25][CH:24]=[CH:23][CH:22]=1)[C:15]1[CH:20]=[CH:19][CH:18]=[CH:17][CH:16]=1)=[O:12])=O.[CH2:28]([O:30][C:31]([C:33](=P(C1C=CC=CC=1)(C1C=CC=CC=1)C1C=CC=CC=1)[CH3:34])=[O:32])[CH3:29].[CH2:54]1COCC1>>[CH2:28]([O:30][C:31](/[C:33](/[CH3:34])=[CH:54]/[C@:3]1([CH3:27])[S:9][C@H:8]2[N:5]([C:6](=[O:10])[CH2:7]2)[C@H:4]1[C:11]([O:13][CH:14]([C:15]1[CH:20]=[CH:19][CH:18]=[CH:17][CH:16]=1)[C:21]1[CH:22]=[CH:23][CH:24]=[CH:25][CH:26]=1)=[O:12])=[O:32])[CH3:29]. Procedure details: 286 mg (0.75 mmol) of benzhydryl (2S,3R,5R)-3-formyl-3-methyl-7-oxo-4-thia-1-aza-bicyclo[3.2.0]heptan-2-carboxylate were dissolved in 12 ml of THF under argon and treated with 271 mg (0.75 mmol) of (1-ethoxycarbonylethylidene)-triphenylphosphorane. The yellow solution was stirred at 70° C. for 6 hours and subsequently concentrated. The residue remaining behind was chromatographed over silica gel (0.040-0.063 mm particle size) with ethyl acetate:hexane (9:16) as the eluent. Yield: 157 mg (45%) of... Reactants: CCO, [Cl-], COCCOc1ccc([N+](=O)[O-])cc1F, [Fe], [NH4+], O. The product is COCCOc1ccc(N)cc1F. As a reaction SMILES: [CH3:18][CH2:19][OH:20].[Cl-:16].[F:1][c:2]1[c:3]([O:11][CH2:12][CH2:13][O:14][CH3:15])[cH:4][cH:5][c:6]([N+:8]([O-:9])=[O:10])[cH:7]1.[Fe:22].[NH4+:17].[OH2:21]>>[F:1][c:2]1[c:3]([O:11][CH2:12][CH2:13][O:14][CH3:15])[cH:4][cH:5][c:6]([NH2:8])[cH:7]1.